Dataset: the Open Reaction Database (ORD), a public repository of structured organic reaction records. Task: describe an organic reaction: reactants, conditions, products, and yield Starting materials: CC(C)(C=O)C1(O)CCN(C(=O)OCc2ccccc2)C1, CC(C)=O, Cl, [K+], O=[Mn](=O)(=O)[O-], O. Product: CC(C)(C(=O)O)C1(O)CCN(C(=O)OCc2ccccc2)C1. As a reaction SMILES: [CH3:1][C:2]([CH:3]=[O:4])([CH3:5])[C:6]1([OH:21])[CH2:7][N:8]([C:11](=[O:12])[O:13][CH2:14][c:15]2[cH:16][cH:17][cH:18][cH:19][cH:20]2)[CH2:9][CH2:10]1.[CH3:22][C:23]([CH3:24])=[O:25].[ClH:26].[K+:33].[Mn:28]([O-:29])(=[O:30])(=[O:31])=[O:32].[OH2:27]>>[CH3:1][C:2]([C:3](=[O:4])[OH:25])([CH3:5])[C:6]1([OH:21])[CH2:7][N:8]([C:11](=[O:12])[O:13][CH2:14][c:15]2[cH:16][cH:17][cH:18][cH:19][cH:20]2)[CH2:9][CH2:10]1. Reactants: COC1OC(CC1)OC (2,5-dimethoxytetrahydrofuran), C(C1=CC=CC=C1)N (benzylamine), Cl (hydrochloric acid), C(C(=O)CC(=O)O)C(=O)O (1,3-acetonedicarboxylic acid), C(C)(=O)[O-].[Na+] (sodium acetate), C(=O)=O (carbon dioxide). The reagents and catalysts are Cl (hydrochloric acid). Solvent: O (water), O (water). Yields the product C(C1=CC=CC=C1)N1C2CC(CC1CC2)=O (8-benzyl-8-azabicyclo[3.2. 1 ]octan-3-one). As a reaction SMILES: CO[CH:3]1[CH2:7][CH2:6][CH:5](OC)[O:4]1.[CH2:10]([NH2:17])[C:11]1[CH:16]=[CH:15][CH:14]=[CH:13][CH:12]=1.Cl.[CH2:19]([C:26](O)=O)[C:20](CC(O)=O)=O.C([O-])(=O)C.[Na+].C(=O)=O>Cl.O>[CH2:10]([N:17]1[CH:6]2[CH2:5][CH2:26][CH:19]1[CH2:20][C:3](=[O:4])[CH2:7]2)[C:11]1[CH:16]=[CH:15][CH:14]=[CH:13][CH:12]=1 |f:4.5|. Procedure: Three drops of 5M hydrochloric acid was added to a stirred mixture of 2,5-dimethoxytetrahydrofuran (16.5 g) and water (70 ml). After 10 minutes a mixture of benzylamine (13.6 ml) and 5M hydrochloric acid (30 ml) were added followed by the immediate addition of a mixture of 1,3-acetonedicarboxylic acid (18.2 g) and sodium acetate (10 g) in water (100 ml). After stirring at room temperature for 3 days, during which carbon dioxide was evolved, the mixture was basified to pH8 and extracted with ethy...